This data is from the Open Reaction Database (ORD), a public repository of structured organic reaction records. The task is: describe an organic reaction: reactants, conditions, products, and yield Reactants: [H-].[Na+] (sodium hydride), OC1=C(C#N)C=CC=C1 (2-hydroxybenzonitrile), Cl.ClCCC=1N=CNC1 (4-(2-chloroethyl)-1H-imidazole hydrochloride). Reagents/catalysts: [I-].C(CCC)[N+](CCCC)(CCCC)CCCC (tetrabutylammonium iodide). Solvent: CN(C=O)C (dimethylformamide). Reaction conditions: time 1 hour. Product: C(#N)C1=C(OCCC=2N=CNC2)C=CC=C1 (4-[2-(2-Cyanophenoxy)ethyl]-1H-imidazole). As a reaction SMILES: [H-].[Na+].[OH:3][C:4]1[CH:11]=[CH:10][CH:9]=[CH:8][C:5]=1[C:6]#[N:7].Cl.Cl[CH2:14][CH2:15][C:16]1[N:17]=[CH:18][NH:19][CH:20]=1>CN(C)C=O.[I-].C([N+](CCCC)(CCCC)CCCC)CCC>[C:6]([C:5]1[CH:8]=[CH:9][CH:10]=[CH:11][C:4]=1[O:3][CH2:14][CH2:15][C:16]1[N:17]=[CH:18][NH:19][CH:20]=1)#[N:7] |f:0.1,3.4,6.7|. Reported procedure: 240 mg (60% in oil; 6 mmol) of sodium hydride are added to a solution of 1.43 g (12 mmol) of 2-hydroxybenzonitrile in 10 ml of dimethylformamide. The mixture is stirred at room temperature for 1 hour under nitrogen. 200 mg (1.2 mmol) of 4-(2-chloroethyl)-1H-imidazole hydrochloride and tetrabutylammonium iodide (catalytic amount) are added and the mixture is heated at 80° C. for 3 days. The solvent is evaporated under reduced pressure and the oily residue is stirred in ethanol and filtered. The f... The reactants are stainless steel, ClC1=C(C(=CC=C1)F)C=1C(=NC(=CC1Cl)C1=NC=CC=N1)Cl (3-(2-Chloro-6-fluorophenyl)-2,4-dichloro-6-(pyrimidin-2-yl)pyridine), CC1CCNCC1 (4-methylpiperidin). Yields the product ClC1=C(C(=NC(=C1)C1=NC=CC=N1)N1CCC(CC1)C)C1=C(C=CC=C1F)Cl (4-chloro-3-(2-chloro-6-fluorophenyl)-2-(4-methylpiperidinyl)-6-(pyrimidin-2-yl)pyridine), ClC1=NC(=CC(=C1C1=C(C=CC=C1F)Cl)N1CCC(CC1)C)C1=NC=CC=N1 (2-chloro-3-(2-chloro-6-fluorophenyl)-4-(4-methylpiperidinyl)-6-(pyrimidin-2-yl)pyridine). As a reaction SMILES: [Cl:1][C:2]1[CH:7]=[CH:6][CH:5]=[C:4]([F:8])[C:3]=1[C:9]1[C:10]([Cl:22])=[N:11][C:12]([C:16]2[N:21]=[CH:20][CH:19]=[CH:18][N:17]=2)=[CH:13][C:14]=1[Cl:15].[CH3:23][CH:24]1[CH2:29][CH2:28][NH:27][CH2:26][CH2:25]1>>[Cl:15][C:14]1[CH:13]=[C:12]([C:16]2[N:21]=[CH:20][CH:19]=[CH:18][N:17]=2)[N:11]=[C:10]([N:27]2[CH2:28][CH2:29][CH:24]([CH3:23])[CH2:25][CH2:26]2)[C:9]=1[C:3]1[C:4]([F:8])=[CH:5][CH:6]=[CH:7][C:2]=1[Cl:1].[Cl:22][C:10]1[C:9]([C:3]2[C:4]([F:8])=[CH:5][CH:6]=[CH:7][C:2]=2[Cl:1])=[C:14]([N:27]2[CH2:28][CH2:29][CH:24]([CH3:23])[CH2:25][CH2:26]2)[CH:13]=[C:12]([C:16]2[N:21]=[CH:20][CH:19]=[CH:18][N:17]=2)[N:11]=1. Procedure details: In a stainless steel autoclave, 500 mg (1.4 mmol) of 3-(2-chloro-6-fluorophenyl)-2,4-dichloro-6-(pyrimidin-2-yl)pyridine (Example C) and 15 g of 4-methylpiperidin were heated at 140° C. for 12 h. The volatile components were removed under reduced pressure and the residue was chromatographed on silica gel using cyclohexane/ethyl acetate. It was possible to isolate 220 mg of 4-chloro-3-(2-chloro-6-fluorophenyl)-2-(4-methylpiperidinyl)-6-(pyrimidin-2-yl)pyridine (m.p. 129° C.) and 60 mg of 2-chloro... Reactants: C(C)OC(=O)C(C1=CC=C(C=C1)Cl)=C1N(CCC1)C (2-(α-ethoxycarbonyl-4-chlorobenzylidene)-1-methylpyrrolidine), C(=O)=O (carbon dioxide), [OH-].[Na+] (sodium hydroxide). The solvent is Cl (hydrochloric acid). Product: ClC1=CC=C(CC2N(CCC2)C)C=C1 (2-(4-chlorobenzyl)-1-methylpyrrolidine). Isolated yield 92.0%. Reaction SMILES: C(OC([C:6](=[C:14]1[CH2:18][CH2:17][CH2:16][N:15]1[CH3:19])[C:7]1[CH:12]=[CH:11][C:10]([Cl:13])=[CH:9][CH:8]=1)=O)C.C(=O)=O.[OH-].[Na+]>Cl>[Cl:13][C:10]1[CH:11]=[CH:12][C:7]([CH2:6][CH:14]2[CH2:18][CH2:17][CH2:16][N:15]2[CH3:19])=[CH:8][CH:9]=1 |f:2.3|. Reported procedure: Boil 40 g of 2-(α-ethoxycarbonyl-4-chlorobenzylidene)-1-methylpyrrolidine and 150 ml of conc. hydrochloric acid under reflux until the cessation of evolution of carbon dioxide. Cool the thus-obtained reaction mixture and then render it alkaline with 10% strength solution of sodium hydroxide before extracting the resulting product with 5×70 ml of diethyl ether. After drying over sodium sulfate, concentrate the ether extract to a solid residue. Hydrogenate the solid residue in 550 ml of ethanol wi...